Dataset: the Open Reaction Database (ORD), a public repository of structured organic reaction records. Task: describe an organic reaction: reactants, conditions, products, and yield Starting materials: CCOC(=O)c1c(C)nc2cccc(OCC(C)N)c2c1N, COc1cc(C(=O)O)ccc1OCCO. The product is CCOC(=O)c1c(C)nc2cccc(OCC(C)NC(=O)c3ccc(OCCO)c(OC)c3)c2c1N. RXN SMILES: [NH2:1][c:2]1[c:3]([C:18](=[O:19])[O:20][CH2:21][CH3:22])[c:4]([CH3:17])[n:5][c:6]2[cH:7][cH:8][cH:9][c:10]([O:12][CH2:13][CH:14]([CH3:15])[NH2:16])[c:11]12.[OH:23][CH2:24][CH2:25][O:26][c:27]1[c:28]([O:36][CH3:37])[cH:29][c:30]([C:31](=[O:32])[OH:33])[cH:34][cH:35]1>>[NH2:1][c:2]1[c:3]([C:18](=[O:19])[O:20][CH2:21][CH3:22])[c:4]([CH3:17])[n:5][c:6]2[cH:7][cH:8][cH:9][c:10]([O:12][CH2:13][CH:14]([CH3:15])[NH:16][C:31]([c:30]3[cH:29][c:28]([O:36][CH3:37])[c:27]([O:26][CH2:25][CH2:24][OH:23])[cH:35][cH:34]3)=[O:32])[c:11]12. The reactants are CN(C)CCCl, CN(C)C=O, [H-], [Na+], O, COC(=O)c1ccc(C(O)c2ccccc2)cc1. Yields the product COC(=O)c1ccc(C(OCCN(C)C)c2ccccc2)cc1. As a reaction SMILES: [CH3:21][N:22]([CH2:23][CH2:24][Cl:25])[CH3:26].[CH3:28][N:29]([CH3:30])[CH:31]=[O:32].[H-:19].[Na+:20].[OH2:27].[OH:1][CH:2]([c:3]1[cH:4][cH:5][c:6]([C:9](=[O:10])[O:11][CH3:12])[cH:7][cH:8]1)[c:13]1[cH:14][cH:15][cH:16][cH:17][cH:18]1>>[O:1]([CH:2]([c:3]1[cH:4][cH:5][c:6]([C:9](=[O:10])[O:11][CH3:12])[cH:7][cH:8]1)[c:13]1[cH:14][cH:15][cH:16][cH:17][cH:18]1)[CH2:24][CH2:23][N:22]([CH3:21])[CH3:26]. Reactants: CS(=O)(=O)Cl, CCN(C(C)C)C(C)C, ClCCl, CCN(CC)Cc1sc(-c2nc(-c3ccc(CN)cc3)no2)cc1C. The product is CCN(CC)Cc1sc(-c2nc(-c3ccc(CNS(C)(=O)=O)cc3)no2)cc1C. RXN SMILES: [CH3:35][S:36]([Cl:37])(=[O:38])=[O:39].[CH:26]([N:27]([CH2:28][CH3:29])[CH:30]([CH3:31])[CH3:32])([CH3:33])[CH3:34].[Cl:40][CH2:41][Cl:42].[NH2:1][CH2:2][c:3]1[cH:4][cH:5][c:6](-[c:9]2[n:10][o:11][c:12](-[c:14]3[cH:15][c:16]([CH3:25])[c:17]([CH2:19][N:20]([CH2:21][CH3:22])[CH2:23][CH3:24])[s:18]3)[n:13]2)[cH:7][cH:8]1>>[NH:1]([CH2:2][c:3]1[cH:4][cH:5][c:6](-[c:9]2[n:10][o:11][c:12](-[c:14]3[cH:15][c:16]([CH3:25])[c:17]([CH2:19][N:20]([CH2:21][CH3:22])[CH2:23][CH3:24])[s:18]3)[n:13]2)[cH:7][cH:8]1)[S:36]([CH3:35])(=[O:38])=[O:39]. Starting materials: O(C(C)C)C(C)C (2,2'-oxybispropane), COC1=CC=C(C=C1)N1CCN(CC1)C1=CC=C(C=C1)N (4-[4-(4-methoxyphenyl)-1-piperazinyl]benzenamine), C(OC1=CC=CC=C1)(=O)Cl (phenyl carbonochloridate), N1=CC=CC=C1 (pyridine). Solvent: O (water), ClCCl (dichloromethane). Run at time 30 minute. Product: COC1=CC=C(C=C1)N1CCN(CC1)C1=CC=C(C=C1)NC(OC1=CC=CC=C1)=O (phenyl [4-[4-(4-methoxyphenyl)-1-piperazinyl]phenyl]carbamate). Yield: 61.0%. As a reaction SMILES: [CH3:1][O:2][C:3]1[CH:8]=[CH:7][C:6]([N:9]2[CH2:14][CH2:13][N:12]([C:15]3[CH:20]=[CH:19][C:18]([NH2:21])=[CH:17][CH:16]=3)[CH2:11][CH2:10]2)=[CH:5][CH:4]=1.[C:22](Cl)(=[O:30])[O:23][C:24]1[CH:29]=[CH:28][CH:27]=[CH:26][CH:25]=1.N1C=CC=CC=1.O(C(C)C)C(C)C>O.ClCCl>[CH3:1][O:2][C:3]1[CH:4]=[CH:5][C:6]([N:9]2[CH2:14][CH2:13][N:12]([C:15]3[CH:20]=[CH:19][C:18]([NH:21][C:22](=[O:30])[O:23][C:24]4[CH:29]=[CH:28][CH:27]=[CH:26][CH:25]=4)=[CH:17][CH:16]=3)[CH2:11][CH2:10]2)=[CH:7][CH:8]=1. Procedure: A mixture of 6 parts of 4-[4-(4-methoxyphenyl)-1-piperazinyl]benzenamine, 3.6 parts of phenyl carbonochloridate, 75 parts of pyridine and 98 parts of dichloromethane was stirred and warmed till all solid entered solution. Stirring was continued for 30 minutes at room temperature. The reaction mixture was poured into 500 parts of water and 210 parts of 2,2'-oxybispropane were added. The whole was stirred for a while. The precipitated product was filtered off and crystallized from 1-butanol, yield... The reactants are CN(C(C)C\C=C\C1=CC(=CC=C1)F)C(=O)OC(C)(C)C ((4E)-N-methyl-N-(tert-butoxycarbonyl)-5-(3-fluorophenyl)-4-penten-2-amine), FC(C(=O)O)(F)F (trifluoroacetic acid). Solvent: C1(=CC=CC=C1)OC (anisole). Conditions: temperature 2.5 celsius, time 45 minute. The product is CNC(C)C\C=C\C1=CC(=CC=C1)F ((4E)-N-Methyl-5-(3-fluorophenyl)-4-penten-2-amine). Isolated yield 89.9%. As a reaction SMILES: [CH3:1][N:2](C(OC(C)(C)C)=O)[CH:3]([CH2:5]/[CH:6]=[CH:7]/[C:8]1[CH:13]=[CH:12][CH:11]=[C:10]([F:14])[CH:9]=1)[CH3:4].FC(F)(F)C(O)=O>C1(OC)C=CC=CC=1>[CH3:1][NH:2][CH:3]([CH2:5]/[CH:6]=[CH:7]/[C:8]1[CH:13]=[CH:12][CH:11]=[C:10]([F:14])[CH:9]=1)[CH3:4]. Procedure details: Under a nitrogen atmosphere, a cold (0-5° C.), stirring solution of (4E)-N-methyl-N-(tert-butoxycarbonyl)-5-(3-fluorophenyl)-4-penten-2-amine (0.83 g, 2.82 mmol) in anisole (11 mL) was treated drop-wise over 30 min with trifluoroacetic acid (13.32 g, 116.8 mmol). The resulting solution was stirred for 45 min at 0-5° C. The solution was then concentrated by rotary evaporation followed by further drying under high vacuum. The resulting residue was cooled (0-5° C.), basified with 10% NaOH solution ... Starting materials: C(=C)OCCO.C(=C)OCCON1C(C2=CC=CC=C2C1=O)=O (2-(2-Vinyloxy-ethoxy)-isoindole-1,3-dione Ethylene glycol vinyl ether), C1(=CC=CC=C1)P(C1=CC=CC=C1)C1=CC=CC=C1 (triphenylphosphine), ON1C(C=2C(C1=O)=CC=CC2)=O (N-hydroxyphthalimide), CCOC(=O)/N=N/C(=O)OCC (Diethylazodicarboxylate). The solvent is O1CCCC1 (tetrahydrofuran). Run at temperature 0 celsius. Yields the product C(=C)OCCON1C(C2=CC=CC=C2C1=O)=O (2-(2-vinyloxy-ethoxy)-isoindole-1,3-dione). Isolated yield 52.8%. As a reaction SMILES: C(OCCO)=C.[CH:7]([O:9][CH2:10][CH2:11][O:12][N:13]1[C:21](=[O:22])[C:20]2[C:15](=[CH:16][CH:17]=[CH:18][CH:19]=2)[C:14]1=[O:23])=[CH2:8].C1(P(C2C=CC=CC=2)C2C=CC=CC=2)C=CC=CC=1.ON1C(=O)C2=CC=CC=C2C1=O.CCOC(/N=N/C(OCC)=O)=O>O1CCCC1>[CH:7]([O:9][CH2:10][CH2:11][O:12][N:13]1[C:21](=[O:22])[C:20]2[C:15](=[CH:16][CH:17]=[CH:18][CH:19]=2)[C:14]1=[O:23])=[CH2:8] |f:0.1|. Reported procedure: Part A: Synthesis of 2-(2-Vinyloxy-ethoxy)-isoindole-1,3-dione Ethylene glycol vinyl ether (9.88 g, 112 mmol), triphenylphosphine (29.4 g, 112 mmol), and N-hydroxyphthalimide (18.22 g, 111.7 mmol) were combined in 300 mL of anhydrous tetrahydrofuran and cooled to 0° C. (ice bath). Diethylazodicarboxylate (18.0 mL, 114 mmol) was added dropwise over 15 min and the resultant reaction mixture was allowed to warm to ambient temperature over 18 h. The reaction mixture was concentrated to a paste and t... Starting materials: NC(=N)N (guanidine), C(CCC)N (N-butylamine), C(C)(C)N=C=NC(C)C (diisopropylcarbodiimide), C(C)(C)N=C=NC(C)C (diisopropylcarbodiimide). Product: C(CCC)NC(=NC(C)C)NC(C)C (1-butyl-2,3-diisopropylguanidine). Reaction SMILES: [CH2:1]([NH2:5])[CH2:2][CH2:3][CH3:4].[CH:6]([N:9]=[C:10]=[N:11][CH:12]([CH3:14])[CH3:13])([CH3:8])[CH3:7].NC(N)=N>>[CH2:1]([NH:5][C:10]([NH:11][CH:12]([CH3:14])[CH3:13])=[N:9][CH:6]([CH3:8])[CH3:7])[CH2:2][CH2:3][CH3:4]. Procedure details: A mixture of 33 g of N-butylamine (0.45 mol) and 19 g of diisopropylcarbodiimide (0.15 mol) is refluxed for 3 h 30. GC analysis then shows a conversion of greater than 99.50 of the diisopropylcarbodiimide. The colorless final mixture is concentrated at 60° C. under 20 mbar for 2 h so as to give 29 g of a colorless and virtually odorless liquid of low viscosity, corresponding to the expected guanidine (yield 96.70). Starting materials: [Cl-].[Li+] (lithium chloride), O (water), C(C1=CC=CC=C1)OC(=O)N(C)CC1=C(C=CC(=C1)[N+](=O)[O-])C(C(=O)OCC)C(=O)OCC (Diethyl 2-(2-((((benzyloxy)carbonyl)(methyl)amino)methyl)-4-nitrophenyl)malonate). Run in CCOC(=O)C (EtOAc), CS(=O)C (DMSO). Reaction conditions: temperature 130 celsius, time 3 hour. Product: C(C1=CC=CC=C1)OC(=O)N(C)CC1=C(C=CC(=C1)[N+](=O)[O-])CC(=O)OCC (Ethyl 2-(2-((((benzyloxy)carbonyl)(methyl)amino)methyl)-4-nitrophenyl)acetate). The yield is 31.3%. Reaction SMILES: [CH2:1]([O:8][C:9]([N:11]([CH2:13][C:14]1[CH:19]=[C:18]([N+:20]([O-:22])=[O:21])[CH:17]=[CH:16][C:15]=1[CH:23](C(OCC)=O)[C:24]([O:26][CH2:27][CH3:28])=[O:25])[CH3:12])=[O:10])[C:2]1[CH:7]=[CH:6][CH:5]=[CH:4][CH:3]=1.[Cl-].[Li+].O>CS(C)=O.CCOC(C)=O>[CH2:1]([O:8][C:9]([N:11]([CH2:13][C:14]1[CH:19]=[C:18]([N+:20]([O-:22])=[O:21])[CH:17]=[CH:16][C:15]=1[CH2:23][C:24]([O:26][CH2:27][CH3:28])=[O:25])[CH3:12])=[O:10])[C:2]1[CH:3]=[CH:4][CH:5]=[CH:6][CH:7]=1 |f:1.2|. Procedure details: 10A (3.22 g, 7.02 mmol) was dissolved in DMSO (25 mL), lithium chloride (0.596 g, 14.05 mmol) and water (0.152 mL, 8.43 mmol) were added. The reaction mixture was stirred at 130° C. for 3 h, then was cooled to rt, diluted with EtOAc (250 mL), washed with water (2×100 mL), brine (1×100 mL) and dried (Na2SO4). EtOAc was removed under reduced pressure and the crude product was purified by flash chromatography to give 10B (850 mg, 31.3% yield); MS (ESI) m/z: 386.9 (M+H)+. The reactants are [Li]CCCC (nBuLi), solution, BrC=1N(C(=C(N1)Cl)Cl)COCC[Si](C)(C)C (2-bromo-4,5-dichloro-1-({[2-(trimethylsilyl)ethyl]oxy}methyl)-1H-imidazole), C[Si](C)(C)Cl (TMSCl), [O-]Cl=O.[Na+] (NaClO2), NaH2PO4.H2O, CN(C)C=O (DMF), solution, CC(=C)CC (2-methyl-butene), [NH4+].[Cl-] (NH4Cl). The solvent is hexanes, C1CCOC1 (THF), O (water), C1CCOC1 (THF), C1CCOC1 (THF), CC(C)(C)O (tBuOH). Reaction conditions: time 20 minute. Product: ClC=1N=CN(C1C(=O)O)COCC[Si](C)(C)C (4-chloro-1-({[2-(trimethylsilyl)ethyl]oxy}methyl)-1H-imidazole-5-carboxylic acid). The yield is 77.7%. As a reaction SMILES: [Li]CCCC.Br[C:7]1[N:8]([CH2:14][O:15][CH2:16][CH2:17][Si:18]([CH3:21])([CH3:20])[CH3:19])[C:9](Cl)=[C:10]([Cl:12])[N:11]=1.C[Si](Cl)(C)C.CN([CH:30]=[O:31])C.[NH4+].[Cl-].CC(CC)=C.[O-:39]Cl=O.[Na+]>C1COCC1.O.CC(O)(C)C>[Cl:12][C:10]1[N:11]=[CH:7][N:8]([CH2:14][O:15][CH2:16][CH2:17][Si:18]([CH3:21])([CH3:20])[CH3:19])[C:9]=1[C:30]([OH:31])=[O:39] |f:4.5,7.8|. Procedure details: nBuLi (1.27 mL of a 1.57 M solution in hexanes, 2.00 mmol) was added dropwise to a solution of 2-bromo-4,5-dichloro-1-({[2-(trimethylsilyl)ethyl]oxy}methyl)-1H-imidazole (0.69 g, 2.0 mmol) in THF (40 mL) at −78° C. under N2. The reaction mixture was stirred for 20 min and TMSCl (0.25 mL, 2.00 mmol) was added dropwise. The cooling bath was removed and the reaction mixture was allowed to warm to RT. After 4 h at RT, the solution was cooled to −78° C. and nBuLi (1.27 mL of a 1.57 M solution in hexa... The reactants are OO (hydrogen peroxide), Grignard reagent, C(C)(C)(CC)OC1=CC=C(C=C1)Cl (1-tert-amyloxy-4-chlorobenzene), [Mg] (magnesium), Grignard reagent, B(OC)(OC)OC (trimethyl borate). The solvent is C(C)(=O)O (acetic acid), O1CCCC1 (tetrahydrofuran). Conditions: temperature 5 celsius, time 3 hour. Yields the product CCC(C)(C)OC1=CC=C(C=C1)O (4-tert-amyloxy-1-phenol). Isolated yield 69.0%. Reaction SMILES: [C:1]([O:6][C:7]1[CH:12]=[CH:11][C:10](Cl)=[CH:9][CH:8]=1)([CH2:4][CH3:5])([CH3:3])[CH3:2].[Mg].B(OC)(OC)[O:16]C.OO>C(O)(=O)C.O1CCCC1>[CH3:5][CH2:4][C:1]([O:6][C:7]1[CH:12]=[CH:11][C:10]([OH:16])=[CH:9][CH:8]=1)([CH3:3])[CH3:2]. Procedure: A Grignard reagent was previously prepared using 99.3 g of 1-tert-amyloxy-4-chlorobenzene, 12.76 g of magnesium, and 200 mL of tetrahydrofuran. To the Grignard reagent, 57.1 g of trimethyl borate was added dropwise at an internal temperature below −50° C. At a reaction temperature of 5° C., stirring was continued for 3 hours. Thereafter, at an internal temperature below 30° C., 45.0 g of acetic acid and 145.7 g of 35% hydrogen peroxide solution were added. At room temperature, stirring was conti...